From a dataset of the Open Reaction Database (ORD), a public repository of structured organic reaction records. describe an organic reaction: reactants, conditions, products, and yield The reactants are ClC1=CC=C(C=C1)C=1C(=NC=C(C(=O)N[C@@H]2/C(/CCCC2)=N/O)C1)OCC1CC1 (5-(4-chloro-phenyl)-6-cyclopropylmethoxy-N-{(S)-2-[(E)-hydroxyimino]-cyclohexyl}-nicotinamide), [H-].[Na+] (sodium hydride), FC(COS(=O)(=O)C(F)(F)F)(F)F (2,2,2-trifluoroethyl-trifluoro-methanesulfonate). The solvent is CN(C=O)C (dimethylformamide). Conditions: time 30 minute. The product is ClC1=CC=C(C=C1)C=1C(=NC=C(C(=O)N[C@@H]2/C(/CCCC2)=N/OCC(F)(F)F)C1)OCC1CC1 (5-(4-Chloro-phenyl)-6-cyclopropylmethoxy-N-{(S)-2-[(E)-2,2,2-trifluoro-ethoxyimino]-cyclohexyl}-nicotinamide). The yield is 33.4%. Reaction SMILES: [Cl:1][C:2]1[CH:7]=[CH:6][C:5]([C:8]2[C:9]([O:25][CH2:26][CH:27]3[CH2:29][CH2:28]3)=[N:10][CH:11]=[C:12]([CH:24]=2)[C:13]([NH:15][C@H:16]2[CH2:21][CH2:20][CH2:19][CH2:18]/[C:17]/2=[N:22]\[OH:23])=[O:14])=[CH:4][CH:3]=1.[H-].[Na+].[F:32][C:33]([F:44])([F:43])[CH2:34]OS(C(F)(F)F)(=O)=O>CN(C)C=O>[Cl:1][C:2]1[CH:3]=[CH:4][C:5]([C:8]2[C:9]([O:25][CH2:26][CH:27]3[CH2:28][CH2:29]3)=[N:10][CH:11]=[C:12]([CH:24]=2)[C:13]([NH:15][C@H:16]2[CH2:21][CH2:20][CH2:19][CH2:18]/[C:17]/2=[N:22]\[O:23][CH2:34][C:33]([F:44])([F:43])[F:32])=[O:14])=[CH:6][CH:7]=1 |f:1.2|. Reported procedure: To a solution of 0.100 g 5-(4-chloro-phenyl)-6-cyclopropylmethoxy-N-{(S)-2-[(E)-hydroxyimino]-cyclohexyl}-nicotinamide in 1.0 ml dimethylformamide was added 0.012 g sodium hydride 55% in oil and the mixture was stirred at room temperature for 30 min. To the resulting solution was added 0.037 ml (0.062 g, 1.1 equivalents) 2,2,2-trifluoroethyl-trifluoro-methanesulfonate and the mixture was stirred at room temperature for 18 h. The reaction mixture was partitioned between water and ethyl acetate. T...